Dataset: the Open Reaction Database (ORD), a public repository of structured organic reaction records. Task: describe an organic reaction: reactants, conditions, products, and yield Starting materials: O,O'-dibenzoyl-D-tartaric anhydride, C(C1=CC=CC=C1)(=O)OC([C@@H](O)[C@H](O)C(=O)OC(C1=CC=CC=C1)=O)=O (O,O'-dibenzoyl-D-tartaric acid). Run in O (water). Conditions: temperature 55 celsius, time 1 hour. Yields the product O.C(C1=CC=CC=C1)(=O)OC([C@@H](O)[C@H](O)C(=O)OC(C1=CC=CC=C1)=O)=O (O,O'-dibenzoyl-D-tartaric acid hydrate). The yield is 1.4%. As a reaction SMILES: [C:1]([O:9][C:10](=[O:26])[C@H:11]([C@@H:13]([C:15]([O:17][C:18](=[O:25])[C:19]1[CH:24]=[CH:23][CH:22]=[CH:21][CH:20]=1)=[O:16])[OH:14])[OH:12])(=[O:8])[C:2]1[CH:7]=[CH:6][CH:5]=[CH:4][CH:3]=1>O>[OH2:8].[C:18]([O:17][C:15](=[O:16])[C@H:13]([C@@H:11]([C:10]([O:9][C:1](=[O:8])[C:2]1[CH:3]=[CH:4][CH:5]=[CH:6][CH:7]=1)=[O:26])[OH:12])[OH:14])(=[O:25])[C:19]1[CH:20]=[CH:21][CH:22]=[CH:23][CH:24]=1 |f:2.3|. Reported procedure: To the reaction vessel employed in Comparative Example 5, 50 g of O,O'-dibenzoyl-D-tartaric anhydride and 150 g of water were supplied and the mixture was stirred at 90°-95° C. for 1 hour to carry out hydrolysis. After cooling the reaction mixture to 55° C., 0.1 g of seed crystal of O,O'-dibenzoyl-D-tartaric acid was added and the mixture was slowly cooled. Since oily product began to crystalize at 53° C., the mixture was stirred for 1 hour at this temperature. After completion of crystallizatio... Yields the product O=C(C)C(C(C)=O)N=NC=1C=CC(=C(C1)C1=NC(C2=NN=NC2=N1)=O)OCCC (2-[5-(2,4dioxopent-3-ylazo)-2-propoxyphenyl]-8-azapurin-6-one). Reported procedure: 2-(5-Amino-2-propoxyphenyl)-8-azapurin-6-one (1.5 g) was dissolved in a hot mixture of concentrated hydrochloric acid (4 ml) and water (20 ml). The solution was then cooled to 0° C. to give a suspension of 2-(5-amino-2-propoxyphenyl)-8-azapurin-6-one hydrochloride. The stirred suspension was treated with a solution of sodium nitrite (0.5 g) in water (2 ml) during 10 minutes. After stirring for one hour at 0° C., a sufficient quantity of sulphamic acid was added to decompose the excess of nitrous... Reaction conditions: temperature 0 celsius, time 1 hour. RXN SMILES: [NH2:1][C:2]1[CH:3]=[CH:4][C:5]([O:18][CH2:19][CH2:20][CH3:21])=[C:6]([C:8]2[N:16]=[C:15]3[C:11](=[N:12][N:13]=[N:14]3)[C:10](=[O:17])[N:9]=2)[CH:7]=1.Cl.[NH2:23]C1C=CC(OCCC)=C(C2N=C3C(=NN=N3)C(=O)N=2)C=1.N([O-])=O.[Na+].S(=O)(=O)(O)N.N(O)=O.[C:56]([CH2:59][C:60](=[O:62])[CH3:61])(=[O:58])[CH3:57].C([O-])(=O)C.[Na+]>Cl.O.C(O)C>[O:58]=[C:56]([CH:59]([N:23]=[N:1][C:2]1[CH:3]=[CH:4][C:5]([O:18][CH2:19][CH2:20][CH3:21])=[C:6]([C:8]2[N:16]=[C:15]3[C:11](=[N:12][N:13]=[N:14]3)[C:10](=[O:17])[N:9]=2)[CH:7]=1)[C:60](=[O:62])[CH3:61])[CH3:57] |f:1.2,3.4,8.9|. The solvent is O (water), C(C)O (ethanol), Cl (hydrochloric acid), O (water), O (water). The reactants are N(=O)O (nitrous acid), C(C)(=O)CC(C)=O (acetylacetone), C(C)(=O)[O-].[Na+] (sodium acetate), S(N)(O)(=O)=O (sulphamic acid), NC=1C=CC(=C(C1)C1=NC(C2=NN=NC2=N1)=O)OCCC (2-(5-Amino-2-propoxyphenyl)-8-azapurin-6-one), Cl.NC=1C=CC(=C(C1)C1=NC(C2=NN=NC2=N1)=O)OCCC (2-(5-amino-2-propoxyphenyl)-8-azapurin-6-one hydrochloride), N(=O)[O-].[Na+] (sodium nitrite), ice. The reactants are C(N)(=O)C(C)(C)C1OC2=CC(=CC(=C2C(C1)=O)OC)OC (2-(1-carbamoyl-1-methylethyl)-5,7-dimethoxy-4-chromanone), Br.C(C)(=O)O (HBr acetic acid). Product: C(N)(=O)C(C)(C)C1OC2=CC(=CC(=C2C(C1)=O)O)O (2-(1-carbamoyl-1-methylethyl)-5,7-dihydroxy-4-chromanone). As a reaction SMILES: [C:1]([C:4]([CH:7]1[CH2:16][C:15](=[O:17])[C:14]2[C:9](=[CH:10][C:11]([O:20]C)=[CH:12][C:13]=2[O:18]C)[O:8]1)([CH3:6])[CH3:5])(=[O:3])[NH2:2].Br.C(O)(=O)C>>[C:1]([C:4]([CH:7]1[CH2:16][C:15](=[O:17])[C:14]2[C:9](=[CH:10][C:11]([OH:20])=[CH:12][C:13]=2[OH:18])[O:8]1)([CH3:6])[CH3:5])(=[O:3])[NH2:2] |f:1.2|. Procedure: 5,5-Dimethyl-8-hydroxy-6-oxatetracycline is obtained analogously from 5,5-dimethyl-8-benzyloxy-10-0-benzyl-6-oxatetracycline [obtainable by reaction of 2-(1-carbamoyl-1-methylethyl)-5,7-dimethoxy-4-chromanone with HBr/acetic acid to give 2-(1-carbamoyl-1-methylethyl)-5,7-dihydroxy-4-chromanone, benzylation, conversion into the nitrile, reaction with Raney nickel to give 2-(1-formyl-1-methylethyl)-5,7-dibenzyloxy-4-chromanone, condensation with 2-phenyl-2-thiazolin-5-one to give 2-phenyl-4-[2-met... The reactants are CCCCN(CCCC)CCCC, C[Si](Cl)(Cl)CCl, Cl[SiH](Cl)Cl. Product: C[Si](Cl)(Cl)C[Si](Cl)(Cl)Cl. Reaction SMILES: [CH2:1]([N:2]([CH2:3][CH2:4][CH2:5][CH3:6])[CH2:7][CH2:8][CH2:9][CH3:10])[CH2:11][CH2:12][CH3:13].[Cl:14][CH2:15][Si:16]([Cl:17])([Cl:18])[CH3:19].[Cl:20][SiH:21]([Cl:22])[Cl:23]>>[CH2:15]([Si:16]([Cl:17])([Cl:18])[CH3:19])[Si:21]([Cl:20])([Cl:22])[Cl:23]. Reactants: NCC1=NC(=C2N=CN(C2=N1)[C@@H]1O[C@@H]([C@H]([C@H]1O)O)CO)NCC(C1=CC=C(C=C1)Cl)C1=CC=C(C=C1)Cl ((2R,3R,4S,5R)-2-(2-(Aminomethyl)-6-{[2,2-bis(4-chlorophenyl)ethyl]amino}-9H-purin-9-yl)-5-(hydroxymethyl)tetrahydro-3,4-furandiol), C(C)(C)N(CCNC(=O)N1C=NC=C1)C(C)C (N-[2-(diisopropylamino)ethyl]-1H-imidazole-1-carboxamide), C(C)(C)N(CCNC(=O)N1C=NC=C1)C(C)C (N-[2-(Diisopropylamino)ethyl]-1H-imidazole-1-carboxamide). Solvent: C(C)(C)O (isopropanol). Product: N (ammonia), ClC1=CC=C(C=C1)C(CNC1=C2N=CN(C2=NC(=N1)CNC(=O)NCCN(C(C)C)C(C)C)[C@@H]1O[C@@H]([C@H]([C@H]1O)O)CO)C1=CC=C(C=C1)Cl (N-({6-{[2,2-Bis(4-chlorophenyl)ethyl]amino}-9-[(2R,3R,4S,5R)-3,4-dihydroxy-5-(hydroxymethyl)tetrahydro-2-furanyl]-9H-purin-2-yl}methyl)-N′-[2-(diisopropylamino)ethyl]urea). Yield: 139.7%. RXN SMILES: [NH2:1][CH2:2][C:3]1[N:11]=[C:10]2[C:6]([N:7]=[CH:8][N:9]2[C@H:12]2[C@H:16]([OH:17])[C@H:15]([OH:18])[C@@H:14]([CH2:19][OH:20])[O:13]2)=[C:5]([NH:21][CH2:22][CH:23]([C:31]2[CH:36]=[CH:35][C:34]([Cl:37])=[CH:33][CH:32]=2)[C:24]2[CH:29]=[CH:28][C:27]([Cl:30])=[CH:26][CH:25]=2)[N:4]=1.[CH:38]([N:41]([CH:52]([CH3:54])[CH3:53])[CH2:42][CH2:43][NH:44][C:45](N1C=CN=C1)=[O:46])([CH3:40])[CH3:39]>C(O)(C)C>[NH3:1].[Cl:30][C:27]1[CH:26]=[CH:25][C:24]([CH:23]([C:31]2[CH:32]=[CH:33][C:34]([Cl:37])=[CH:35][CH:36]=2)[CH2:22][NH:21][C:5]2[N:4]=[C:3]([CH2:2][NH:1][C:45]([NH:44][CH2:43][CH2:42][N:41]([CH:52]([CH3:54])[CH3:53])[CH:38]([CH3:39])[CH3:40])=[O:46])[N:11]=[C:10]3[C:6]=2[N:7]=[CH:8][N:9]3[C@H:12]2[C@H:16]([OH:17])[C@H:15]([OH:18])[C@@H:14]([CH2:19][OH:20])[O:13]2)=[CH:29][CH:28]=1. Procedure details: (2R,3R,4S,5R)-2-(2-(Aminomethyl)-6-{[2,2-bis(4-chlorophenyl)ethyl]amino}-9H-purin-9-yl)-5-(hydroxymethyl)tetrahydro-3,4-furandiol (0.1 g, 0.18 mmol) (Preparation 63) was dissolved in a mixture of isopropanol (0.5 ml) and Genklene (Trade Mark) (5 ml). N-[2-(Diisopropylamino)ethyl]-1H-imidazole-1-carboxamide (48 mg, 0.20 mmol) (Preparation 27) was added and the reaction mixture was heated under reflux for 2 hours. More N-[2-(diisopropylamino)ethyl]-1H-imidazole-1-carboxamide (35 mg, 0.15 mmol) (Pr... The reactants are c1ccc(CNCC(c2ccccc2)c2ccccc2)cc1, CCOC(C)=O, O=C=Nc1ccc(F)cc1F. Product: O=C(Nc1ccc(F)cc1F)N(Cc1ccccc1)CC(c1ccccc1)c1ccccc1. Reaction SMILES: [CH2:1]([c:2]1[cH:3][cH:4][cH:5][cH:6][cH:7]1)[NH:8][CH2:9][CH:10]([c:11]1[cH:12][cH:13][cH:14][cH:15][cH:16]1)[c:17]1[cH:18][cH:19][cH:20][cH:21][cH:22]1.[CH3:34][CH2:35][O:36][C:37](=[O:38])[CH3:39].[F:23][c:24]1[c:25]([N:31]=[C:32]=[O:33])[cH:26][cH:27][c:28]([F:30])[cH:29]1>>[CH2:1]([c:2]1[cH:3][cH:4][cH:5][cH:6][cH:7]1)[N:8]([CH2:9][CH:10]([c:11]1[cH:12][cH:13][cH:14][cH:15][cH:16]1)[c:17]1[cH:18][cH:19][cH:20][cH:21][cH:22]1)[C:32]([NH:31][c:25]1[c:24]([F:23])[cH:29][c:28]([F:30])[cH:27][cH:26]1)=[O:33]. Reactants: Cl.CC1=CC=2C(=NC3=C(NC2S1)C=CC=C3)N (2-methyl-4H-3-thia-4,9-diaza-benzo[f]azulen-10-ylamine hydrochloride), CS(=O)C (DMSO), ClC=1C=C(C=CC1)CC[C@@H]1NCCNC1 ((S)-2-[2-(3-chloro-phenyl)-ethyl]-piperazine), C(C)(C)N(C(C)C)CC (N,N-diisopropylethylamine). The solvent is C1(=CC=CC=C1)C (toluene), C(C)(=O)OCC (ethyl acetate), O (water). Reaction conditions: temperature 105 celsius, time 48 hour. The product is ClC=1C=C(C=CC1)CC[C@H]1CN(CCN1)C1=NC2=C(NC=3SC(=CC13)C)C=CC=C2 (10-((S)-3-[2-(3-Chloro-phenyl)-ethyl]-piperazin-1-yl)-2-methyl-4H-3-thia-4,9-diaza-benzo[f]azulene). Isolated yield 49.4%. Reaction SMILES: Cl.[CH3:2][C:3]1[S:12][C:11]2[NH:10][C:9]3[CH:13]=[CH:14][CH:15]=[CH:16][C:8]=3[N:7]=[C:6]([NH2:17])[C:5]=2[CH:4]=1.[Cl:18][C:19]1[CH:20]=[C:21]([CH2:25][CH2:26][C@H:27]2[CH2:32]N[CH2:30][CH2:29][NH:28]2)[CH:22]=[CH:23][CH:24]=1.C(N(CC)C(C)C)(C)C.CS(C)=O>C(OCC)(=O)C.O.C1(C)C=CC=CC=1>[Cl:18][C:19]1[CH:20]=[C:21]([CH2:25][CH2:26][C@@H:27]2[NH:28][CH2:29][CH2:30][N:17]([C:6]3[C:5]4[CH:4]=[C:3]([CH3:2])[S:12][C:11]=4[NH:10][C:9]4[CH:13]=[CH:14][CH:15]=[CH:16][C:8]=4[N:7]=3)[CH2:32]2)[CH:22]=[CH:23][CH:24]=1 |f:0.1|. Procedure details: Combine 2-methyl-4H-3-thia-4,9-diaza-benzo[f]azulen-10-ylamine hydrochloride (829.8 mg, 3.12 mmol), (S)-2-[2-(3-chloro-phenyl)-ethyl]-piperazine (1.40 g, 6.24 mmol), N,N-diisopropylethylamine (403.6 mg, 3.12 mmol), DMSO (1.0 ml), and toluene (4.0 ml). Stir and heat the mixture at 105° C. After 48 hours, cool the mixture to ambient temperature and then dilute it with ethyl acetate and water. Remove the organic layer and wash it with 1N NaOH and brine. Dry (sodium sulfate) and concentrate the orga... Starting materials: CCO, CCOC(=O)CCCC1c2ccc(-c3noc(-c4ccc(OC(C)C)c(Cl)c4)n3)c(C)c2CCN1C(=O)OC(C)(C)C, [Na+], [OH-]. Product: Cc1c(-c2noc(-c3ccc(OC(C)C)c(Cl)c3)n2)ccc2c1CCN(C(=O)OC(C)(C)C)C2CCCC(=O)O. As a reaction SMILES: [CH3:45][CH2:46][OH:47].[Cl:1][c:2]1[cH:3][c:4](-[c:12]2[n:13][c:14](-[c:17]3[c:18]([CH3:42])[c:19]4[c:24]([cH:25][cH:26]3)[CH:23]([CH2:27][CH2:28][CH2:29][C:30](=[O:31])[O:32][CH2:33][CH3:34])[N:22]([C:35](=[O:36])[O:37][C:38]([CH3:39])([CH3:40])[CH3:41])[CH2:21][CH2:20]4)[n:15][o:16]2)[cH:5][cH:6][c:7]1[O:8][CH:9]([CH3:10])[CH3:11].[Na+:44].[OH-:43]>>[Cl:1][c:2]1[cH:3][c:4](-[c:12]2[n:13][c:14](-[c:17]3[c:18]([CH3:42])[c:19]4[c:24]([cH:25][cH:26]3)[CH:23]([CH2:27][CH2:28][CH2:29][C:30](=[O:31])[OH:32])[N:22]([C:35](=[O:36])[O:37][C:38]([CH3:39])([CH3:40])[CH3:41])[CH2:21][CH2:20]4)[n:15][o:16]2)[cH:5][cH:6][c:7]1[O:8][CH:9]([CH3:10])[CH3:11].